From a dataset of the Open Reaction Database (ORD), a public repository of structured organic reaction records. describe an organic reaction: reactants, conditions, products, and yield The reactants are COC(CCCCl)=O (methyl-4-chlorobutyrate), C(CC)S (n-propyl mercaptan), C[O-].[Na+] (sodium methoxide), COC(CCCCl)=O (methyl-4-chlorobutyrate), COC(CCCCl)=O (methyl-4-chlorobutyrate), C[O-].[Na+] (sodium methoxide), C(CC)S (n-propyl mercaptan). Solvent: O (water). Run at time 1 hour. The product is COC(CCCSCCC)=O (Methyl-4-(Propylthio)Butyrate). Reaction SMILES: [CH3:1][O:2][C:3](=[O:8])[CH2:4][CH2:5][CH2:6]Cl.C[O-].[Na+].[CH2:12]([SH:15])[CH2:13][CH3:14]>O>[CH3:1][O:2][C:3](=[O:8])[CH2:4][CH2:5][CH2:6][S:15][CH2:12][CH2:13][CH3:14] |f:1.2|. Procedure: Into a 1 liter reaction flask equipped with electric stirrer, reflux condenser, thermometer, addition funnel and cooling bath are placed 68.2 grams (0.5 moles) of methyl-4-chlorobutyrate having the structure: ##STR129## The methyl-4-chlorobutyrate is cooled to 20° C. The mixture of sodium methoxide and n-propyl mercaptan is then poured into the addition funnel. Over a period of 30 minutes while maintaining the pot temperature at 20°-30° C. the premix of n-propyl mercaptan and sodium methoxide is...